This data is from the Open Reaction Database (ORD), a public repository of structured organic reaction records. The task is: describe an organic reaction: reactants, conditions, products, and yield Reactants: CCOC(C)=O, CCN(C(C)C)C(C)C, O=[N+]([O-])c1cnc2[nH]ccc2c1Cl, Cl, CCC1CC(NS(=O)(=O)C2CC2)CC1N, CN(C)C=O. The product is CCC1CC(NS(=O)(=O)C2CC2)CC1Nc1c([N+](=O)[O-])cnc2[nH]ccc12. As a reaction SMILES: [CH3:44][CH2:45][O:46][C:47]([CH3:48])=[O:49].[CH:14]([N:15]([CH2:16][CH3:17])[CH:18]([CH3:19])[CH3:20])([CH3:21])[CH3:22].[Cl:1][c:2]1[c:3]2[c:4]([n:5][cH:6][c:7]1[N+:8](=[O:9])[O-:10])[nH:11][cH:12][cH:13]2.[ClH:23].[NH2:24][CH:25]1[CH2:26][CH:27]([NH:32][S:33](=[O:34])(=[O:35])[CH:36]2[CH2:37][CH2:38]2)[CH2:28][CH:29]1[CH2:30][CH3:31].[O:39]=[CH:40][N:41]([CH3:42])[CH3:43]>>[c:2]1([NH:24][CH:25]2[CH2:26][CH:27]([NH:32][S:33](=[O:34])(=[O:35])[CH:36]3[CH2:37][CH2:38]3)[CH2:28][CH:29]2[CH2:30][CH3:31])[c:3]2[c:4]([n:5][cH:6][c:7]1[N+:8](=[O:9])[O-:10])[nH:11][cH:12][cH:13]2. Starting materials: BrC=1C=NC=C(C1)Br (3,5-dibromopyridine), CC1=NOC(=C1B1OC(C(O1)(C)C)(C)C)C (3,5-dimethyl-4-(4,4,5,5-tetramethyl-1,3,2-dioxaborolan-2-yl)isoxazole), C([O-])([O-])=O.[K+].[K+] (potassium carbonate). Solvent: O1CCOCC1 (1,4-dioxane), O (H2O). Run at temperature 95 celsius, time 16 hour. Product: BrC=1C=C(C=NC1)C=1C(=NOC1C)C (4-(5-bromopyridin-3-yl)-3,5-dimethylisoxazole). Yield: 69.7%. Reaction SMILES: Br[C:2]1[CH:3]=[N:4][CH:5]=[C:6]([Br:8])[CH:7]=1.[CH3:9][C:10]1[C:14](B2OC(C)(C)C(C)(C)O2)=[C:13]([CH3:24])[O:12][N:11]=1.C(=O)([O-])[O-].[K+].[K+]>O1CCOCC1.O>[Br:8][C:6]1[CH:7]=[C:2]([C:14]2[C:10]([CH3:9])=[N:11][O:12][C:13]=2[CH3:24])[CH:3]=[N:4][CH:5]=1 |f:2.3.4|. Procedure details: To a solution of 3,5-dibromopyridine (0.20 g, 0.85 mmol) in 1,4-dioxane (8 mL) and H2O (0.55 mL) under nitrogen was added 3,5-dimethyl-4-(4,4,5,5-tetramethyl-1,3,2-dioxaborolan-2-yl)isoxazole (0.13 g, 0.93 mmol), and potassium carbonate (0.35 g, 2.5 mmol). The reaction mixture was degassed with nitrogen for 15 min. (1,1′-Bis(diphenylphosphino)ferrocene)palladium (II) chloride dichloromethane complex (62 mg, 0.08 mmol) was added and the reaction mixture was again degassed for 10 min with nitrogen... The reactants are [N+](=O)([O-])C=1C=C2C(=CNC2=CC1)C=1CCN(CC1)C (5-nitro-3-(1-methyl-1,2,3,6-tetrahydropyridin-4-yl)-1H-indole), [H][H] (hydrogen), 60. The reagents and catalysts are [Pd] (palladium on carbon). The solvent is C(C)O (ethanol), Cl (HCl). The product is NC=1C=C2C(=CNC2=CC1)C1CCN(CC1)C (5-amino-3-(1-methylpiperidin-4-yl)-1H-indole). The yield is 147.1%. RXN SMILES: [N+:1]([C:4]1[CH:5]=[C:6]2[C:10](=[CH:11][CH:12]=1)[NH:9][CH:8]=[C:7]2[C:13]1[CH2:14][CH2:15][N:16]([CH3:19])[CH2:17][CH:18]=1)([O-])=O.[H][H]>C(O)C.Cl.[Pd]>[NH2:1][C:4]1[CH:5]=[C:6]2[C:10](=[CH:11][CH:12]=1)[NH:9][CH:8]=[C:7]2[CH:13]1[CH2:14][CH2:15][N:16]([CH3:19])[CH2:17][CH2:18]1. Procedure: To a solution of 38.2 gm (145 mMol) 5-nitro-3-(1-methyl-1,2,3,6-tetrahydropyridin-4-yl)-1H-indole in 1.9 L ethanol and 30 mL 5N HCl were added 10.0 gm 5% palladium on carbon. The reaction mixture was hydrogenated at ambient for 18 hours with an initial hydrogen pressure of 60 p.s.i. The reaction mixture was filtered and then concentrated under reduced pressure. The residue was dissolved in methanol and the solution filtered. This filtrate was concentrated under reduced pressure and the residue r... The reactants are C1COCCO1, CCOC(C)=O, Cl, [Li+], [OH-], O, O, CC(C)c1ccc2c(Nc3cc(C(=O)Nc4ncc(C(C)(C)C)s4)ccc3Sc3ccc(NC(=O)OCC4c5ccccc5-c5ccccc54)cc3)ncnc2n1. Product: CC(C)c1ccc2c(Nc3cc(C(=O)Nc4ncc(C(C)(C)C)s4)ccc3Sc3ccc(N)cc3)ncnc2n1. Reaction SMILES: [CH2:62]1[O:63][CH2:64][CH2:65][O:66][CH2:67]1.[CH3:69][CH2:70][O:71][C:72](=[O:73])[CH3:74].[ClH:61].[Li+:60].[OH-:59].[OH2:58].[OH2:68].[cH:1]1[c:2]2[c:14]([cH:15][cH:16][cH:57]1)-[c:9]1[c:8]([cH:13][cH:12][cH:11][cH:10]1)[CH:3]2[CH2:4][O:5][C:6](=[O:7])[NH:17][c:18]1[cH:19][cH:20][c:21]([S:24][c:25]2[c:26]([NH:43][c:44]3[c:45]4[c:46]([n:47][cH:48][n:49]3)[n:50][c:51]([CH:54]([CH3:55])[CH3:56])[cH:52][cH:53]4)[cH:27][c:28]([C:31]([NH:32][c:33]3[s:34][c:35]([C:38]([CH3:39])([CH3:40])[CH3:41])[cH:36][n:37]3)=[O:42])[cH:29][cH:30]2)[cH:22][cH:23]1>>[NH2:17][c:18]1[cH:19][cH:20][c:21]([S:24][c:25]2[c:26]([NH:43][c:44]3[c:45]4[c:46]([n:47][cH:48][n:49]3)[n:50][c:51]([CH:54]([CH3:55])[CH3:56])[cH:52][cH:53]4)[cH:27][c:28]([C:31]([NH:32][c:33]3[s:34][c:35]([C:38]([CH3:39])([CH3:40])[CH3:41])[cH:36][n:37]3)=[O:42])[cH:29][cH:30]2)[cH:22][cH:23]1. The reactants are CCO, O=[N+]([O-])c1ccc(OCCCN2CCOCC2)c(-c2ccccc2)c1. The product is Nc1ccc(OCCCN2CCOCC2)c(-c2ccccc2)c1. As a reaction SMILES: [CH3:26][CH2:27][OH:28].[N+:1]([O-:2])(=[O:3])[c:4]1[cH:5][cH:6][c:7]([O:16][CH2:17][CH2:18][CH2:19][N:20]2[CH2:21][CH2:22][O:23][CH2:24][CH2:25]2)[c:8](-[c:10]2[cH:11][cH:12][cH:13][cH:14][cH:15]2)[cH:9]1>>[NH2:1][c:4]1[cH:5][cH:6][c:7]([O:16][CH2:17][CH2:18][CH2:19][N:20]2[CH2:21][CH2:22][O:23][CH2:24][CH2:25]2)[c:8](-[c:10]2[cH:11][cH:12][cH:13][cH:14][cH:15]2)[cH:9]1. Reactants: [N+](=O)([O-])C=1C=C(\C=C/C2=C(SC=C2)C(=O)OC)C=CC1 (methyl (Z)-3-(3-nitrostyryl)-2-thiophenecarboxylate), Example 13, C(C)(=O)OC(C)=O (acetic anhydride). The product is C(C)(=O)NC=1C=C(\C=C/C2=C(SC=C2)C(=O)OC)C=CC1 (methyl (Z)-3-(3-acetamidostyryl)-2-thiophenecarboxylate). Yield: 91.3%. RXN SMILES: [N+:1]([C:4]1[CH:5]=[C:6]([CH:18]=[CH:19][CH:20]=1)/[CH:7]=[CH:8]\[C:9]1[CH:13]=[CH:12][S:11][C:10]=1[C:14]([O:16][CH3:17])=[O:15])([O-])=O.[C:21](OC(=O)C)(=[O:23])[CH3:22]>>[C:21]([NH:1][C:4]1[CH:5]=[C:6]([CH:18]=[CH:19][CH:20]=1)/[CH:7]=[CH:8]\[C:9]1[CH:13]=[CH:12][S:11][C:10]=1[C:14]([O:16][CH3:17])=[O:15])(=[O:23])[CH3:22]. Reported procedure: Substantially the same procedure as in Reference Example 14 was repeated using methyl (Z)-3-(3-nitrostyryl)-2-thiophenecarboxylate obtained in Reference Example 13 (3.51 g, 12.1 mmol), and also using acetic anhydride (3.43 ml, 36.3 mmol) instead of trimethylacetyl chloride, to give methyl (Z)-3-(3-acetamidostyryl)-2-thiophenecarboxylate (3.33 g, 2 steps, 91.3%). Starting materials: [BH4-], COc1cccc(CCN(C(=O)Cc2ccc(Br)cc2)c2ccccc2)c1, [I-], [K+], [Na+], O=P(Cl)(Cl)Cl. The product is COc1ccc2c(c1)CCN(c1ccccc1)C2Cc1ccc(Br)cc1. RXN SMILES: [BH4-:30].[Br:1][c:2]1[cH:3][cH:4][c:5]([CH2:8][C:9](=[O:10])[N:11]([c:12]2[cH:13][cH:14][cH:15][cH:16][cH:17]2)[CH2:18][CH2:19][c:20]2[cH:21][c:22]([O:26][CH3:27])[cH:23][cH:24][cH:25]2)[cH:6][cH:7]1.[I-:29].[K+:28].[Na+:31].[P:32]([Cl:33])([Cl:34])([Cl:35])=[O:36]>>[Br:1][c:2]1[cH:3][cH:4][c:5]([CH2:8][CH:9]2[N:11]([c:12]3[cH:13][cH:14][cH:15][cH:16][cH:17]3)[CH2:18][CH2:19][c:20]3[cH:21][c:22]([O:26][CH3:27])[cH:23][cH:24][c:25]32)[cH:6][cH:7]1.